This data is from the Open Reaction Database (ORD), a public repository of structured organic reaction records. The task is: describe an organic reaction: reactants, conditions, products, and yield Reactants: COc1ccc(-c2nc3ncccc3[nH]2)c(OC)c1O, CS(=O)(=O)O, [Cl-]. The product is COc1ccc(-c2nc3ncccc3[nH]2)c(OC)c1OS(C)(=O)=O, Cl. As a reaction SMILES: [CH3:1][O:2][c:3]1[c:4](-[c:12]2[nH:13][c:14]3[c:15]([n:16][cH:17][cH:18][cH:19]3)[n:20]2)[cH:5][cH:6][c:7]([O:10][CH3:11])[c:8]1[OH:9].[CH3:22][S:23](=[O:24])(=[O:25])[OH:26].[Cl-:21]>>[CH3:1][O:2][c:3]1[c:4](-[c:12]2[nH:13][c:14]3[c:15]([n:16][cH:17][cH:18][cH:19]3)[n:20]2)[cH:5][cH:6][c:7]([O:10][CH3:11])[c:8]1[O:9][S:23]([CH3:22])(=[O:24])=[O:25].[ClH:21]. Reactants: FC1=CC=C(C=C1)N1N=C(C=C1C1=CC=C(C=C1)SC)C(=O)OCC (ethyl 1-(4-fluorophenyl)-5-[4-(methylthio)phenyl]pyrazole-3-carboxylate), [OH-].[K+] (potassium hydroxide). Run in CO (methanol). Product: FC1=CC=C(C=C1)N1N=C(C=C1C1=CC=C(C=C1)SC)C(=O)O (1-(4-fluorophenyl)-5-[4-(methylthio)phenyl]pyrazole-3-carboxylic acid). Isolated yield 60.3%. RXN SMILES: [F:1][C:2]1[CH:7]=[CH:6][C:5]([N:8]2[C:12]([C:13]3[CH:18]=[CH:17][C:16]([S:19][CH3:20])=[CH:15][CH:14]=3)=[CH:11][C:10]([C:21]([O:23]CC)=[O:22])=[N:9]2)=[CH:4][CH:3]=1.[OH-].[K+]>CO>[F:1][C:2]1[CH:7]=[CH:6][C:5]([N:8]2[C:12]([C:13]3[CH:18]=[CH:17][C:16]([S:19][CH3:20])=[CH:15][CH:14]=3)=[CH:11][C:10]([C:21]([OH:23])=[O:22])=[N:9]2)=[CH:4][CH:3]=1 |f:1.2|. Reported procedure: A mixture of ethyl 1-(4-fluorophenyl)-5-[4-(methylthio)phenyl]pyrazole-3-carboxylate (3.6 g) and potassium hydroxide (2 g) in methanol (50 ml) was refluxed for 30 minutes. The solvent was evaporated. The residue was dissolved in water and washed with chloroform. The aqueous layer was acidified with dilute hydrochloric acid and extracted with ethyl acetate. The extract was washed with water, dried over magnesium sulfate, and concentrated. The residue obtained was recrystallized from ethanol to gi... Reactants: COC(=O)C(Cl)C(=O)OC, COc1cccc(O)c1, CC(C)=O, [K+], [K+], O=C([O-])[O-]. Product: COC(=O)C(Oc1cccc(OC)c1)C(=O)OC. RXN SMILES: [CH3:16][O:17][C:18]([CH:19]([C:20](=[O:21])[O:22][CH3:23])[Cl:24])=[O:25].[CH3:1][O:2][c:3]1[cH:4][cH:5][cH:6][c:7]([OH:8])[cH:9]1.[CH3:26][C:27](=[O:28])[CH3:29].[K+:10].[K+:11].[O-:12][C:13]([O-:14])=[O:15]>>[CH3:1][O:2][c:3]1[cH:4][cH:5][cH:6][c:7]([O:8][CH:19]([C:18]([O:17][CH3:16])=[O:25])[C:20](=[O:21])[O:22][CH3:23])[cH:9]1. The reactants are N1(N=CC=C1)C=1C=NC(=NC1)N (5-(1H-pyrazol-1-yl)pyrimidin-2-amine), ClC(C=O)C1(CC1)C=1C=C2C=CC=NC2=CC1 (chloro(1-quinolin-6-ylcyclopropyl)acetaldehyde). The solvent is C(C)(C)O (isopropanol). Reaction conditions: temperature 90 celsius. Product: N1(N=CC=C1)C=1C=NC=2N(C1)C(=CN2)C2(CC2)C=2C=C1C=CC=NC1=CC2 (6-{1-[6-(1H-pyrazol-1-yl)imidazo[1,2-a]pyrimidin-3-yl]cyclopropyl}quinoline). Reaction SMILES: [N:1]1([C:6]2[CH:7]=[N:8][C:9]([NH2:12])=[N:10][CH:11]=2)[CH:5]=[CH:4][CH:3]=[N:2]1.Cl[CH:14]([C:17]1([C:20]2[CH:21]=[C:22]3[C:27](=[CH:28][CH:29]=2)[N:26]=[CH:25][CH:24]=[CH:23]3)[CH2:19][CH2:18]1)[CH:15]=O>C(O)(C)C>[N:1]1([C:6]2[CH:7]=[N:8][C:9]3[N:10]([C:14]([C:17]4([C:20]5[CH:21]=[C:22]6[C:27](=[CH:28][CH:29]=5)[N:26]=[CH:25][CH:24]=[CH:23]6)[CH2:19][CH2:18]4)=[CH:15][N:12]=3)[CH:11]=2)[CH:5]=[CH:4][CH:3]=[N:2]1. Procedure: A mixture of 5-(1H-pyrazol-1-yl)pyrimidin-2-amine (0.08 g, 0.5 mmol) and chloro(1-quinolin-6-ylcyclopropyl)acetaldehyde (0.1 g, 0.5 mmol) in isopropanol (15 mL) was heated at 90° C. overnight. After cooling, the mixture was purified by RP-HPLC (pH 10) to afford the desired product. LCMS: (M+H)=353.1. Starting materials: CON, CO, O=C1CCC(CC(C(=O)Nc2nccs2)c2ccc(Cl)c(Cl)c2)C1, Cl, c1ccncc1. Product: CON=C1CCC(CC(C(=O)Nc2nccs2)c2ccc(Cl)c(Cl)c2)C1. Reaction SMILES: [CH3:26][O:27][NH2:28].[CH3:29][OH:30].[Cl:1][c:2]1[cH:3][c:4]([CH:9]([C:10](=[O:11])[NH:12][c:13]2[s:14][cH:15][cH:16][n:17]2)[CH2:18][CH:19]2[CH2:20][C:21](=[O:24])[CH2:22][CH2:23]2)[cH:5][cH:6][c:7]1[Cl:8].[ClH:25].[cH:31]1[cH:32][cH:33][n:34][cH:35][cH:36]1>>[Cl:1][c:2]1[cH:3][c:4]([CH:9]([C:10](=[O:11])[NH:12][c:13]2[s:14][cH:15][cH:16][n:17]2)[CH2:18][CH:19]2[CH2:20][C:21](=[N:28][O:27][CH3:26])[CH2:22][CH2:23]2)[cH:5][cH:6][c:7]1[Cl:8].